This data is from the Open Reaction Database (ORD), a public repository of structured organic reaction records. The task is: describe an organic reaction: reactants, conditions, products, and yield The product is CN(C)C(C1=C(NC2=CC=CC=C12)C(=O)O)C1=CC=CC=C1 (3-(Dimethylaminophenylmethyl)-1H-indole-2-carboxylic Acid). Starting materials: N1C(=CC2=CC=CC=C12)C(=O)O (1H-indole-2-carboxylic acid), [Cl-].C(C1=CC=CC=C1)=[N+](C)C (benzylidene-dimethyl-ammonium chloride). Reaction SMILES: [NH:1]1[C:9]2[C:4](=[CH:5][CH:6]=[CH:7][CH:8]=2)[CH:3]=[C:2]1[C:10]([OH:12])=[O:11].[Cl-].[CH:14](=[N+:21]([CH3:23])[CH3:22])[C:15]1[CH:20]=[CH:19][CH:18]=[CH:17][CH:16]=1>>[CH3:22][N:21]([CH:14]([C:15]1[CH:20]=[CH:19][CH:18]=[CH:17][CH:16]=1)[C:3]1[C:4]2[C:9](=[CH:8][CH:7]=[CH:6][CH:5]=2)[NH:1][C:2]=1[C:10]([OH:12])=[O:11])[CH3:23] |f:1.2|. Procedure details: The preparation was carried out in accordance with general synthesis instructions 4 from 1H-indole-2-carboxylic acid and benzylidene-dimethyl-ammonium chloride, which had been prepared in accordance with example 1. Reactants: ClC1=C(C=O)C(=CC=C1)N1C(C2=C(C=C(C=C2C=C1)C1CC1)F)=O (2-Chloro-6-(6-cyclopropyl-8-fluoro-1-oxo-1H-isoquinolin-2-yl)-benzaldehyde), [Li+].[B-](CC)(CC)CC (superhydride). Run in C1CCOC1 (THF), C1CCOC1 (THF). Conditions: temperature 0 celsius, time 0.5 hour. Yields the product ClC=1C(=C(C=CC1)N1C(C2=C(C=C(C=C2C=C1)C1CC1)F)=O)CO (2-(3-Chloro-2-hydroxymethyl-phenyl)-6-cyclopropyl-8-fluoro-2H-isoquinolin-1-one). Yield: 95.7%. RXN SMILES: [Cl:1][C:2]1[CH:9]=[CH:8][CH:7]=[C:6]([N:10]2[CH:19]=[CH:18][C:17]3[C:12](=[C:13]([F:23])[CH:14]=[C:15]([CH:20]4[CH2:22][CH2:21]4)[CH:16]=3)[C:11]2=[O:24])[C:3]=1[CH:4]=[O:5].[Li+].[B-](CC)(CC)CC>C1COCC1>[Cl:1][C:2]1[C:3]([CH2:4][OH:5])=[C:6]([N:10]2[CH:19]=[CH:18][C:17]3[C:12](=[C:13]([F:23])[CH:14]=[C:15]([CH:20]4[CH2:22][CH2:21]4)[CH:16]=3)[C:11]2=[O:24])[CH:7]=[CH:8][CH:9]=1 |f:1.2,^1:25|. Procedure: To a suspension of compound III (0.26 g, 0.76 mmol) in 15 ml dry THF which was cooled at 0° C. in an ice bath, was added a solution of superhydride 1M (1.5 ml, 1.5 mmol) in THF. After stirring for 0.5 hour at 0° C. the reaction was quenched with saturated ammonium chloride and diluted with ethyl acetate. The organic phase was washed with brine, dried over sodium sulfate and concentrated to give 0.25 g (96% yield) of IV which was used in the next step without further purification.